From a dataset of the Open Reaction Database (ORD), a public repository of structured organic reaction records. describe an organic reaction: reactants, conditions, products, and yield Starting materials: BrC=1C=NC=2N(C1)N=C(C2)C(=O)O (6-bromo-pyrazolo[1,5-a]pyrimidine-2-carboxylic acid), CC1=NOC(=C1C1=CC=C2CCNC(C2=C1)C)C (7-(3,5-Dimethyl-isoxazol-4-yl)-1-methyl-1,2,3,4-tetrahydro-isoquinoline). The product is BrC=1C=NC=2N(C1)N=C(C2)C(=O)N2C(C1=CC(=CC=C1CC2)C=2C(=NOC2C)C)C ((6-Bromo-pyrazolo[1,5-a]pyrimidin-2-yl)-[7-(3,5-dimethyl-isoxazol-4-yl)-1-methyl-3,4-dihydro-1H-isoquinolin-2-yl]-methanone). Reaction SMILES: [Br:1][C:2]1[CH:3]=[N:4][C:5]2[N:6]([N:8]=[C:9]([C:11]([OH:13])=O)[CH:10]=2)[CH:7]=1.[CH3:14][C:15]1[C:19]([C:20]2[CH:29]=[C:28]3[C:23]([CH2:24][CH2:25][NH:26][CH:27]3[CH3:30])=[CH:22][CH:21]=2)=[C:18]([CH3:31])[O:17][N:16]=1>>[Br:1][C:2]1[CH:3]=[N:4][C:5]2[N:6]([N:8]=[C:9]([C:11]([N:26]3[CH2:25][CH2:24][C:23]4[C:28](=[CH:29][C:20]([C:19]5[C:15]([CH3:14])=[N:16][O:17][C:18]=5[CH3:31])=[CH:21][CH:22]=4)[CH:27]3[CH3:30])=[O:13])[CH:10]=2)[CH:7]=1. Reported procedure: In close analogy to the procedure described in Example 1, 6-bromo-pyrazolo[1,5-a]pyrimidine-2-carboxylic acid is reacted with 7-(3,5-Dimethyl-isoxazol-4-yl)-1-methyl-1,2,3,4-tetrahydro-isoquinoline to provide the title compound in moderate yield. Product: FC(C1=CC2=C(N=C(S2)NN=CC=2OC(=CC2)[N+](=O)[O-])C=C1)(F)F (5-nitro-2-furaldehyde 2-(6-trifluoromethyl-1,3-benzothiazol-2-yl)hydrazone). Procedure details: The compound 3g was prepared according procedure described for 3a by employing 5-nitrofuran aldehyde (141 mg, 1 mmol) and 2-hydrazino-6-trifluoromethyl-benzothiazole (233 mg, 1 mmol) at 70° C. for 2 h (yield 302 mg, 85%). Reaction SMILES: [S:1]1[C:5]2[CH:6]=[CH:7][CH:8]=[CH:9][C:4]=2[N:3]=[C:2]1[NH:10][N:11]=[CH:12][C:13]1[O:14][C:15]([N+:18]([O-:20])=[O:19])=[CH:16][CH:17]=1.[N+](C1OC(C=O)=CC=1)([O-])=O.N(C1SC2C=C([C:42]([F:45])([F:44])[F:43])C=CC=2N=1)N>>[F:43][C:42]([F:45])([F:44])[C:7]1[CH:8]=[CH:9][C:4]2[N:3]=[C:2]([NH:10][N:11]=[CH:12][C:13]3[O:14][C:15]([N+:18]([O-:20])=[O:19])=[CH:16][CH:17]=3)[S:1][C:5]=2[CH:6]=1. The reactants are S1C(=NC2=C1C=CC=C2)NN=CC=2OC(=CC2)[N+](=O)[O-] (5-nitro-2-furaldehyde 2-(1,3-benzothiazole-2-yl)hydrazone), [N+](=O)([O-])C1=CC=C(O1)C=O (5-nitrofuran aldehyde), N(N)C=1SC2=C(N1)C=CC(=C2)C(F)(F)F (2-hydrazino-6-trifluoromethyl-benzothiazole). Starting materials: C(C)(C)(C)OC(=O)N[C@H](C(=O)O)C ((S)-2-tertbutoxycarbonylaminopropionic acid), FC1=C(C(=CC=C1)N)NC1=CC=CC=C1 (3-fluoro-N2-phenylbenzene-1,2-diamine), C1=CC2=C(N=C1)N(N=N2)O (HOAt), CN1CCOCC1 (4-methylmorpholine), Cl.CN(CCCN=C=NCC)C (N-(3-dimethylaminopropyl)-N′-ethylcarbodiimide hydrochloride). Run in C(Cl)Cl (DCM). Conditions: time 2 hour. The product is C(C)(C)(C)OC(N[C@@H](C)C1=NC2=C(N1C1=CC=CC=C1)C(=CC=C2)F)=O ([(S)-1-(7-Fluoro-1-phenyl-1H-benzoimidazol-2-yl)ethyl]carbamic acid tertbutyl ester). Isolated yield 77.2%. As a reaction SMILES: [C:1]([O:5][C:6]([NH:8][C@@H:9]([CH3:13])[C:10](O)=O)=[O:7])([CH3:4])([CH3:3])[CH3:2].[F:14][C:15]1[CH:20]=[CH:19][CH:18]=[C:17]([NH2:21])[C:16]=1[NH:22][C:23]1[CH:28]=[CH:27][CH:26]=[CH:25][CH:24]=1.C1C=NC2N(O)N=NC=2C=1.CN1CCOCC1.Cl.CN(C)CCCN=C=NCC>C(Cl)Cl>[C:1]([O:5][C:6](=[O:7])[NH:8][C@H:9]([C:10]1[N:22]([C:23]2[CH:28]=[CH:27][CH:26]=[CH:25][CH:24]=2)[C:16]2[C:15]([F:14])=[CH:20][CH:19]=[CH:18][C:17]=2[N:21]=1)[CH3:13])([CH3:4])([CH3:3])[CH3:2] |f:4.5|. Procedure: A mixture of (S)-2-tertbutoxycarbonylaminopropionic acid (480 mg, 2.53 mmol), 3-fluoro-N2-phenylbenzene-1,2-diamine (466 mg, 2.30 mmol), HOAt (345 mg, 2.53 mmol), 4-methylmorpholine (560 μL, 5.07 mmol) and N-(3-dimethylaminopropyl)-N′-ethylcarbodiimide hydrochloride (486 mg, 2.53 mmol) in DCM (15 mL) was stirred at RT for 2 h. The reaction mixture was then partitioned between additional DCM and an aqueous solution of NaHCO3. The organic layer was dried and concentrated in vacuo and the resulting... The reactants are ClCC1=CC2=C(N(C(N2C)=O)C2CCC2)C=C1 (5-Chloromethyl-1-cyclobutyl-3-methyl-1,3-dihydro-benzoimidazol-2-one), [C-]#N.[Na+] (sodium cyanide). The solvent is O (water), CS(=O)C (methyl sulfoxide). Conditions: temperature 90 celsius. The product is C1(CCC1)N1C(N(C2=C1C=CC(=C2)CC#N)C)=O ((1-Cyclobutyl-3-methyl-2-oxo-2,3-dihydro-1H-benzoimidazol-5-yl)-acetonitrile). Yield: 100.3%. As a reaction SMILES: Cl[CH2:2][C:3]1[CH:17]=[CH:16][C:6]2[N:7]([CH:12]3[CH2:15][CH2:14][CH2:13]3)[C:8](=[O:11])[N:9]([CH3:10])[C:5]=2[CH:4]=1.[C-:18]#[N:19].[Na+]>CS(C)=O.O>[CH:12]1([N:7]2[C:6]3[CH:16]=[CH:17][C:3]([CH2:2][C:18]#[N:19])=[CH:4][C:5]=3[N:9]([CH3:10])[C:8]2=[O:11])[CH2:15][CH2:14][CH2:13]1 |f:1.2|. Procedure details: To a solution of 5-Chloromethyl-1-cyclobutyl-3-methyl-1,3-dihydro-benzoimidazol-2-one (11.92 g, 47.5 mmol) in methyl sulfoxide (50 mL) was added sodium cyanide (6.6 g). The reaction was heated to 90° C. for 2 hours then was cooled, diluted with water and extracted into ethyl acetate. The organic layer was washed with brine, dried over sodium sulfate and concentrated to give (1-Cyclobutyl-3-methyl-2-oxo-2,3-dihydro-1H-benzoimidazol-5-yl)-acetonitrile (11.5 g). The reactants are O (water), C(C)(C)(C)OC(=O)NC[C@@H](C(=O)O)CC1=C(C=CC(=C1)Cl)OC ((2S)-3-[(tert-butoxycarbonyl)amino]-2-(5-chloro-2-methoxybenzyl)propanoic acid), C(=O)(N1C=NC=C1)N1C=NC=C1 (1,1′-carbonyldiimidazole), O.N (ammonia water). Solvent: C(C)(=O)OCC (ethyl acetate), O1CCCC1 (tetrahydrofuran). Reaction conditions: time 1 hour. Yields the product NC([C@H](CNC(OC(C)(C)C)=O)CC1=C(C=CC(=C1)Cl)OC)=O (tert-butyl(2S)-3-amino-2-(5-chloro-2-methoxybenzyl)-3-oxopropylcarbamate). The yield is 97.6%. RXN SMILES: [C:1]([O:5][C:6]([NH:8][CH2:9][C@H:10]([CH2:14][C:15]1[CH:20]=[C:19]([Cl:21])[CH:18]=[CH:17][C:16]=1[O:22][CH3:23])[C:11](O)=[O:12])=[O:7])([CH3:4])([CH3:3])[CH3:2].C(N1C=CN=C1)([N:26]1C=CN=C1)=O.O.N.O>O1CCCC1.C(OCC)(=O)C>[NH2:26][C:11](=[O:12])[C@@H:10]([CH2:14][C:15]1[CH:20]=[C:19]([Cl:21])[CH:18]=[CH:17][C:16]=1[O:22][CH3:23])[CH2:9][NH:8][C:6](=[O:7])[O:5][C:1]([CH3:4])([CH3:3])[CH3:2] |f:2.3|. Procedure details: (Step 3) To (2S)-3-[(tert-butoxycarbonyl)amino]-2-(5-chloro-2-methoxybenzyl)propanoic acid (30 g) in tetrahydrofuran (150 ml) solution, 1,1′-carbonyldiimidazole (15.6 g) was added under ice cooling and the mixture was stirred at room temperature for 1 hour. The reaction solution was cooled to 0° C., 28% ammonia water (30 ml) was added, and the mixture was stirred at room temperature for 30 minutes. Distilled water and ethyl acetate were added to the reaction solution, the aqueous layer and the o...